From a dataset of the Open Reaction Database (ORD), a public repository of structured organic reaction records. describe an organic reaction: reactants, conditions, products, and yield Starting materials: ClC1=CC=C(CNC(=O)C=2C(C3=C(N(C2)C)C(=C(S3)CCl)C)=O)C=C1 (N-(4-chlorobenzyl)-2-(chloromethyl)-3,4-dimethyl-7-oxo-4,7-dihydrothieno[3,2-b]pyridine-6-carboxamide), CNCC(C=1C=CC(=CC1)O)O (synephrine), C(C)(C)N(CC)C(C)C (diisopropylethylamine). The solvent is CN(C)C=O (DMF), O (water). Reaction conditions: temperature 60 celsius, time 3 hour. Product: ClC1=CC=C(CNC(=O)C=2C(C3=C(N(C2)C)C(=C(S3)CN(C)CC(C3=CC=C(C=C3)O)O)C)=O)C=C1 (N-(4-chlorobenzyl)-2-{[[2-hydroxy-2-(4-hydroxyphenyl)ethyl](methyl)amino]methyl}-3,4-dimethyl-7-oxo-4,7-dihydrothieno[3,2-b]pyridine-6-carboxamide). Isolated yield 77.6%. RXN SMILES: [Cl:1][C:2]1[CH:25]=[CH:24][C:5]([CH2:6][NH:7][C:8]([C:10]2[C:11](=[O:23])[C:12]3[S:19][C:18]([CH2:20]Cl)=[C:17]([CH3:22])[C:13]=3[N:14]([CH3:16])[CH:15]=2)=[O:9])=[CH:4][CH:3]=1.[CH3:26][NH:27][CH2:28][CH:29]([OH:37])[C:30]1[CH:31]=[CH:32][C:33]([OH:36])=[CH:34][CH:35]=1.C(N(C(C)C)CC)(C)C>CN(C=O)C.O>[Cl:1][C:2]1[CH:3]=[CH:4][C:5]([CH2:6][NH:7][C:8]([C:10]2[C:11](=[O:23])[C:12]3[S:19][C:18]([CH2:20][N:27]([CH2:28][CH:29]([OH:37])[C:30]4[CH:35]=[CH:34][C:33]([OH:36])=[CH:32][CH:31]=4)[CH3:26])=[C:17]([CH3:22])[C:13]=3[N:14]([CH3:16])[CH:15]=2)=[O:9])=[CH:24][CH:25]=1. Reported procedure: A mixture of N-(4-chlorobenzyl)-2-(chloromethyl)-3,4-dimethyl-7-oxo-4,7-dihydrothieno[3,2-b]pyridine-6-carboxamide (48 mg, 0.12 mmol), synephrine (Aldrich, 30 mg, 0.18 mmol) and diisopropylethylamine (31 μL, 0.18 mmol) in dry DMF (2.0 mL) was heated to 60° C., becoming a solution. The reaction was stirred for 3 hours at that temperature. After cooling to room temperature, the solution was diluted with water (5 mL). The resulting milky suspension was stirred vigorously for 30 minutes, and then le... Starting materials: CC(=O)[O-], CC(=O)O, CCOC(C)=O, N=C(N)NN=Cc1ccccc1, N=C(N)[NH2+]N=Cc1ccccc1. Product: CC(=O)[O-], N=C(N)NN=Cc1ccccc1. Reaction SMILES: [CH3:13][C:14]([O-:15])=[O:16].[CH3:29][C:30](=[O:31])[OH:32].[CH3:33][CH2:34][O:35][C:36](=[O:37])[CH3:38].[CH:17](=[N:18][NH:19][C:20]([NH2:21])=[NH:22])[c:23]1[cH:24][cH:25][cH:26][cH:27][cH:28]1.[CH:1]([c:2]1[cH:3][cH:4][cH:5][cH:6][cH:7]1)=[N:8][NH2+:9][C:10](=[NH:11])[NH2:12]>>[CH3:13][C:14](=[O:15])[O-:16].[CH:1]([c:2]1[cH:3][cH:4][cH:5][cH:6][cH:7]1)=[N:8][NH:9][C:10](=[NH:11])[NH2:12]. The reactants are C(C)C1(C(CCN2CCC3=C(C12)NC1=CC=CC=C13)CCC(=O)OC)CCC(=O)OC (1-ethyl-(methoxycarbonylethyl)--(methoxycarbonylethyl)-1,2,3,4,6,7-hexahydro-12H-indolo[2,3-a]quinolizine). The reagents and catalysts are [Pd] (palladium on charcoal). The solvent is CO (methanol). The product is C(C)C1(CCCN2CCC3=C(C12)NC1=CC=CC=C13)CCC(=O)OC (1-Ethyl-1-(methoxycarbonyl-ethyl)-1,2,3,4,6,7,12,12b-octahydro-indolo [2,3-a]quinolizine). Reaction SMILES: [CH2:1]([C:3]1([CH2:26][CH2:27][C:28]([O:30][CH3:31])=[O:29])[CH:12]2[N:7]([CH2:8][CH2:9][C:10]3[C:19]4[C:14](=[CH:15][CH:16]=[CH:17][CH:18]=4)[NH:13][C:11]=32)[CH2:6][CH2:5][CH:4]1CCC(OC)=O)[CH3:2]>[Pd].CO>[CH2:1]([C:3]1([CH2:26][CH2:27][C:28]([O:30][CH3:31])=[O:29])[CH:12]2[N:7]([CH2:8][CH2:9][C:10]3[C:19]4[C:14](=[CH:15][CH:16]=[CH:17][CH:18]=4)[NH:13][C:11]=32)[CH2:6][CH2:5][CH2:4]1)[CH3:2]. Procedure details: An isomer mixture of a ratio described in Example 2 is obtained when dissolving 147 g. of 1-ethyl-(methoxycarbonylethyl)--(methoxycarbonylethyl)-1,2,3,4,6,7-hexahydro-12H-indolo[2,3-a]quinolizine in 16 ml. of methanol and hydrogenating in the presence of 100 mg. palladium on charcoal catalyst. Starting materials: N1C=CN2N=CC=C21 (1H-imidazo[1,2-b]pyrazole), C(C)(=O)OC(C)=O (acetic anhydride). Solvent: O1CCCC1 (tetrahydrofuran). Run at temperature 35 celsius. Product: C(C)(=O)N1C=CN2N=CC=C21 (1-acetyl-1H-imidazo[1,2-b]-pyrazole). As a reaction SMILES: [NH:1]1[C:8]2[N:4]([N:5]=[CH:6][CH:7]=2)[CH:3]=[CH:2]1.[C:9](OC(=O)C)(=[O:11])[CH3:10]>O1CCCC1>[C:9]([N:1]1[C:8]2[N:4]([N:5]=[CH:6][CH:7]=2)[CH:3]=[CH:2]1)(=[O:11])[CH3:10]. Reported procedure: To a solution of 1H-imidazo[1,2-b]pyrazole (2.5 g) in tetrahydrofuran (10 ml) was added acetic anhydride (3.1 ml) under stirring at 35° C. and the mixture was stirred for 2 hours at the same temperature. The reaction mixture was evaporated in vacuo to give 1-acetyl-1H-imidazo[1,2-b]-pyrazole (2.7 g). The reactants are OC12CC3CC(CC(C3)C1)C2, C(=NC1CCCCC1)=NC1CCCCC1, CN(C)c1ccccn1, CN(C)C=O, ClCCl, O=C(O)c1cnc2ccccc2c1. The product is O=C(OC12CC3CC(CC(C3)C1)C2)c1cnc2ccccc2c1. RXN SMILES: [C:1]12([OH:11])[CH2:2][CH:3]3[CH2:4][CH:5]([CH2:6][CH:7]([CH2:8]1)[CH2:9]3)[CH2:10]2.[CH2:34]1[CH2:35][CH2:36][CH:37]([N:38]=[C:39]=[N:40][CH:41]2[CH2:42][CH2:43][CH2:44][CH2:45][CH2:46]2)[CH2:47][CH2:48]1.[CH3:25][N:26]([c:27]1[cH:28][cH:29][cH:30][cH:31][n:32]1)[CH3:33].[CH3:52][N:53]([CH3:54])[CH:55]=[O:56].[Cl:49][CH2:50][Cl:51].[n:12]1[cH:13][c:14]([C:22](=[O:23])[OH:24])[cH:15][c:16]2[cH:17][cH:18][cH:19][cH:20][c:21]12>>[C:1]12([O:11][C:22]([c:14]3[cH:13][n:12][c:21]4[c:16]([cH:15]3)[cH:17][cH:18][cH:19][cH:20]4)=[O:23])[CH2:2][CH:3]3[CH2:4][CH:5]([CH2:6][CH:7]([CH2:8]1)[CH2:9]3)[CH2:10]2.